From a dataset of the Open Reaction Database (ORD), a public repository of structured organic reaction records. describe an organic reaction: reactants, conditions, products, and yield Starting materials: CC(C)(C)[Si](C)(C)OCc1cc([N+](=O)[O-])ccc1N=C=S, CCCC[N+](CCCC)(CCCC)CCCC, COc1ccccc1CN, CCN=C=NCCCN(C)C, CCNC(=S)NCCCN(C)C, CC#N, CCOC(C)=O, Cl, [F-], O, O, O, O. Yields the product COc1ccccc1CNC1=Nc2ccc([N+](=O)[O-])cc2CO1. RXN SMILES: [C:1]([Si:2]([CH3:4])([CH3:5])[O:8][CH2:9][c:10]1[c:11]([N:19]=[C:20]=[S:3])[cH:12][cH:13][c:14]([N+:16](=[O:17])[O-:18])[cH:15]1)([CH3:6])([CH3:7])[CH3:21].[CH2:36]([N+:37]([CH2:38][CH2:39][CH2:40][CH3:41])([CH2:42][CH2:43][CH2:44][CH3:45])[CH2:46][CH2:47][CH2:48][CH3:49])[CH2:50][CH2:51][CH3:52].[CH3:22][O:23][c:24]1[c:25]([CH2:26][NH2:27])[cH:28][cH:29][cH:30][cH:31]1.[CH3:54][N:55]([CH3:56])[CH2:57][CH2:58][CH2:59][N:60]=[C:61]=[N:62][CH2:63][CH3:64].[CH3:65][N:66]([CH3:67])[CH2:68][CH2:69][CH2:70][NH:71][C:72]([NH:73][CH2:74][CH3:75])=[S:76].[CH3:77][C:78]#[N:79].[CH3:80][CH2:81][O:82][C:83](=[O:84])[CH3:85].[ClH:53].[F-:35].[OH2:32].[OH2:33].[OH2:34].[OH2:86]>>[O:8]1[CH2:9][c:10]2[c:11]([cH:12][cH:13][c:14]([N+:16](=[O:17])[O-:18])[cH:15]2)[N:19]=[C:20]1[NH:27][CH2:26][c:25]1[c:24]([O:23][CH3:22])[cH:31][cH:30][cH:29][cH:28]1.